From a dataset of the Open Reaction Database (ORD), a public repository of structured organic reaction records. describe an organic reaction: reactants, conditions, products, and yield The reactants are CC(=O)O, CCC(C)Nc1c(C(=O)O)c(C)nc(S)c1[N+](=O)[O-], [Fe]. The product is CCC(C)Nc1c(N)c(S)nc(C)c1C(=O)O. RXN SMILES: [CH3:21][C:22](=[O:23])[OH:24].[CH:1]([CH3:2])([CH2:3][CH3:4])[NH:5][c:6]1[c:7]([C:17](=[O:18])[OH:19])[c:8]([CH3:16])[n:9][c:10]([SH:15])[c:11]1[N+:12]([O-:13])=[O:14].[Fe:20]>>[CH:1]([CH3:2])([CH2:3][CH3:4])[NH:5][c:6]1[c:7]([C:17](=[O:18])[OH:19])[c:8]([CH3:16])[n:9][c:10]([SH:15])[c:11]1[NH2:12]. Reactants: CC(C)(C)[Si](C)(C)OCCc1cccs1, [Li]CCCC, CN(C)C=O, C1CCOC1. Yields the product CC(C)(C)[Si](C)(C)OCCc1ccc(C=O)s1. As a reaction SMILES: [C:6]([CH3:7])([CH3:8])([CH3:9])[Si:10]([O:11][CH2:12][CH2:13][c:14]1[s:15][cH:16][cH:17][cH:18]1)([CH3:19])[CH3:20].[CH2:1]([Li:2])[CH2:3][CH2:4][CH3:5].[O:21]=[CH:22][N:23]([CH3:24])[CH3:25].[O:26]1[CH2:27][CH2:28][CH2:29][CH2:30]1>>[C:6]([CH3:7])([CH3:8])([CH3:9])[Si:10]([O:11][CH2:12][CH2:13][c:14]1[s:15][c:16]([CH:22]=[O:21])[cH:17][cH:18]1)([CH3:19])[CH3:20]. As a reaction SMILES: [CH:1]1([c:4]2[cH:5][cH:6][c:7]([C:15](=[O:16])[OH:17])[n:8][c:9]2[O:10][CH2:11][CH:12]2[CH2:13][CH2:14]2)[CH2:2][CH2:3]1.[NH2:18][C:19]1([CH2:24][OH:25])[CH2:20][CH2:21][CH2:22][CH2:23]1>>[CH:1]1([c:4]2[cH:5][cH:6][c:7]([C:15](=[O:17])[NH:18][C:19]3([CH2:24][OH:25])[CH2:20][CH2:21][CH2:22][CH2:23]3)[n:8][c:9]2[O:10][CH2:11][CH:12]2[CH2:13][CH2:14]2)[CH2:2][CH2:3]1. Starting materials: O=C(O)c1ccc(C2CC2)c(OCC2CC2)n1, NC1(CO)CCCC1. The product is O=C(NC1(CO)CCCC1)c1ccc(C2CC2)c(OCC2CC2)n1. Reactants: CC(=O)O, ClCCl, O=N[O-], CC(C)(C)[Si](Oc1cccc2c1CCCC2(O)CN)(c1ccccc1)c1ccccc1, [Na+], O. Yields the product CC(C)(C)[Si](Oc1cccc2c1CCCC(=O)C2)(c1ccccc1)c1ccccc1. RXN SMILES: [C:39]([OH:40])(=[O:41])[CH3:42].[Cl:36][CH2:37][Cl:38].[N:32]([O-:33])=[O:34].[NH2:1][CH2:2][C:3]1([OH:31])[CH2:4][CH2:5][CH2:6][c:7]2[c:8]([O:13][Si:14]([c:15]3[cH:16][cH:17][cH:18][cH:19][cH:20]3)([c:21]3[cH:22][cH:23][cH:24][cH:25][cH:26]3)[C:27]([CH3:28])([CH3:29])[CH3:30])[cH:9][cH:10][cH:11][c:12]21.[Na+:35].[OH2:43]>>[CH2:2]1[C:3](=[O:31])[CH2:4][CH2:5][CH2:6][c:7]2[c:8]([O:13][Si:14]([c:15]3[cH:16][cH:17][cH:18][cH:19][cH:20]3)([c:21]3[cH:22][cH:23][cH:24][cH:25][cH:26]3)[C:27]([CH3:28])([CH3:29])[CH3:30])[cH:9][cH:10][cH:11][c:12]21. RXN SMILES: [F:1][C:2]1[CH:7]=[CH:6][C:5]([CH2:8][C:9]2[CH:18]=[C:17]3[C:12]([C:13]([OH:26])=[C:14]([C:21](OCC)=[O:22])[C:15](=[O:20])[N:16]3[CH3:19])=[N:11][CH:10]=2)=[CH:4][CH:3]=1.[NH2:27][CH2:28][C@@H:29]([OH:32])[CH2:30][OH:31]>>[OH:32][C@@H:29]([CH2:30][OH:31])[CH2:28][NH:27][C:21]([C:14]1[C:15](=[O:20])[N:16]([CH3:19])[C:17]2[C:12]([C:13]=1[OH:26])=[N:11][CH:10]=[C:9]([CH2:8][C:5]1[CH:4]=[CH:3][C:2]([F:1])=[CH:7][CH:6]=1)[CH:18]=2)=[O:22]. Reactants: FC1=CC=C(C=C1)CC1=CN=C2C(=C(C(N(C2=C1)C)=O)C(=O)OCC)O (ethyl 7-[(4-fluorophenyl)methyl]-4-hydroxy-1-methyl-2-oxo-1,2-dihydro-1,5-naphthyridine-3-carboxylate), NC[C@H](CO)O ((2R)-3-amino-1,2-propanediol). The yield is 69.4%. Product: O[C@H](CNC(=O)C=1C(N(C2=CC(=CN=C2C1O)CC1=CC=C(C=C1)F)C)=O)CO (N-[(2R)-2,3-dihydroxypropyl]-7-[(4-fluorophenyl)methyl]-4-hydroxy-1-methyl-2-oxo-1,2-dihydro-1,5-naphthyridine-3-carboxamide). Procedure details: In a similar manner to that described in example 196, from ethyl 7-[(4-fluorophenyl)methyl]-4-hydroxy-1-methyl-2-oxo-1,2-dihydro-1,5-naphthyridine-3-carboxylate (50 mg, 0.140 mmol) and (2R)-3-amino-1,2-propanediol (0.03 mL, 0.42 mmol) was prepared N-[(2R)-2,3-dihydroxypropyl]-7-[(4-fluorophenyl)methyl]-4-hydroxy-1-methyl-2-oxo-1,2-dihydro-1,5-naphthyridine-3-carboxamide (39 mg, 68% yield) as a white solid. 1H NMR (DMSO-d 6)δ 10.44 (br s, 1 H), 8.53 (s, 1 H), 8.01 (s, 1 H), 7.40-7.36 (m, 2 H), 7.... The reactants are CCOC(=O)COc1cc2onc(-c3ccccc3F)c2cc1Br, CCO, Cl, [Na+], [OH-], O. The product is O=C(O)COc1cc2onc(-c3ccccc3F)c2cc1Br. RXN SMILES: [Br:1][c:2]1[c:3]([O:18][CH2:19][C:20](=[O:21])[O:22][CH2:23][CH3:24])[cH:4][c:5]2[c:6]([c:7](-[c:10]3[c:11]([F:16])[cH:12][cH:13][cH:14][cH:15]3)[n:8][o:9]2)[cH:17]1.[CH3:26][CH2:27][OH:28].[ClH:25].[Na+:31].[OH-:30].[OH2:29]>>[Br:1][c:2]1[c:3]([O:18][CH2:19][C:20](=[O:21])[OH:22])[cH:4][c:5]2[c:6]([c:7](-[c:10]3[c:11]([F:16])[cH:12][cH:13][cH:14][cH:15]3)[n:8][o:9]2)[cH:17]1. The reactants are C(C)(C)(C)OC(=O)N[C@H](C(=O)O)CN(CC[C@@H](C(=O)O)NC(=O)OC(C)(C)C)C(=O)OCC1=CC=CC=C1 ((S,S)-2,7-Bis(tert-butyloxycarbonylamino)-4-benzyloxycarbonyl-4-azaoctanedioic acid). Solvent: C(=O)(C(F)(F)F)O (TFA). Conditions: time 2 hour. The product is N[C@H](C(=O)O)CN(CC[C@@H](C(=O)O)N)C(=O)OCC1=CC=CC=C1 ((S,S)-2,7-Diamino-4-benzyloxycarbonyl-4-azaoctanedioic acid). As a reaction SMILES: C(OC([NH:8][C@@H:9]([CH2:13][N:14]([C:29]([O:31][CH2:32][C:33]1[CH:38]=[CH:37][CH:36]=[CH:35][CH:34]=1)=[O:30])[CH2:15][CH2:16][C@H:17]([NH:21]C(OC(C)(C)C)=O)[C:18]([OH:20])=[O:19])[C:10]([OH:12])=[O:11])=O)(C)(C)C>C(O)(C(F)(F)F)=O>[NH2:8][C@@H:9]([CH2:13][N:14]([C:29]([O:31][CH2:32][C:33]1[CH:34]=[CH:35][CH:36]=[CH:37][CH:38]=1)=[O:30])[CH2:15][CH2:16][C@H:17]([NH2:21])[C:18]([OH:20])=[O:19])[C:10]([OH:12])=[O:11]. Reported procedure: (S,S)-2,7-Bis(tert-butyloxycarbonylamino)-4-benzyloxycarbonyl-4-azaoctanedioic acid (0.29 g, 0.37 mmol) was dissolved in TFA (10 ml), the solution stirred at ambient temperature for 2 hours and the TFA distilled off to yield the title compound which was used in the subsequent step without further purification.